From a dataset of the Open Reaction Database (ORD), a public repository of structured organic reaction records. describe an organic reaction: reactants, conditions, products, and yield The reactants are [N+](=O)([O-])C1=CC=C(C=C1)N1CCN(CC1)C(=O)OC1=CC=C(C=C1)[N+](=O)[O-] (4-nitrophenyl 4-(4-nitrophenyl)piperazine-1-carboxylate), N1CCCCC1 (piperidine), ice water. Reaction conditions: time 18 hour. Product: [N+](=O)([O-])C1=CC=C(C=C1)N1CCN(CC1)C(=O)N1CCCCC1 ((4-(4-nitrophenyl)piperazin-1-yl)(piperidin-1-yl)methanone). Isolated yield 84.4%. Reaction SMILES: [N+:1]([C:4]1[CH:9]=[CH:8][C:7]([N:10]2[CH2:15][CH2:14][N:13]([C:16]([O:18]C3C=CC([N+]([O-])=O)=CC=3)=O)[CH2:12][CH2:11]2)=[CH:6][CH:5]=1)([O-:3])=[O:2].[NH:28]1[CH2:33][CH2:32][CH2:31][CH2:30][CH2:29]1>>[N+:1]([C:4]1[CH:5]=[CH:6][C:7]([N:10]2[CH2:11][CH2:12][N:13]([C:16]([N:28]3[CH2:33][CH2:32][CH2:31][CH2:30][CH2:29]3)=[O:18])[CH2:14][CH2:15]2)=[CH:8][CH:9]=1)([O-:3])=[O:2]. Reported procedure: Added 0.590 g of 4-nitrophenyl 4-(4-nitrophenyl)piperazine-1-carboxylate to 5.0 mL piperidine and stirred at room temperature until complete. HPLC indicated that reaction was complete after 18 hrs by absence of starting material. Material was added to 15 mL ice water and precipitate formed which was filtered to obtain (4-(4-nitrophenyl)piperazin-1-yl)(piperidin-1-yl)methanone as a yellow powder. Product was allowed to dry under vacuum for 24 hrs (0.426 g, 84.4% yield). Reactants: COC1=CC=C(C=C1)CCCCCCBr (6-(4-methoxyphenyl)hexyl bromide), [I-].[Na+] (sodium iodide). The solvent is CC(CC)=O (2-butanone). Reaction SMILES: [CH3:1][O:2][C:3]1[CH:8]=[CH:7][C:6]([CH2:9][CH2:10][CH2:11][CH2:12][CH2:13][CH2:14]Br)=[CH:5][CH:4]=1.[I-:16].[Na+]>CC(=O)CC>[CH3:1][O:2][C:3]1[CH:8]=[CH:7][C:6]([CH2:9][CH2:10][CH2:11][CH2:12][CH2:13][CH2:14][I:16])=[CH:5][CH:4]=1 |f:1.2|. The product is COC1=CC=C(C=C1)CCCCCCI (6-(4-Methoxyphenyl)hexyl iodide). Procedure: 6-(4-Methoxyphenyl)hexyl iodide [VIa; Ar is 4-CH3OC6H4, R is H] was prepared from 16.3 g. of 6-(4-methoxyphenyl)hexyl bromide (Preparation C11) and 9.93 g. of sodium iodide in 325 ml. of 2-butanone, to give 19.3 g. of product as a pale yellow oil. Starting materials: O1CCN(CC1)C(=O)N[C@@H](CC1=CC=CC=C1)C(=O)O (N-(morpholinocarbonyl)-L-phenylalanine), COC([C@@H](N)CSC)=O (S-methyl-L-cysteine methyl ester), ON1N=NC2=C1C=CC=C2 (1-hydroxybenzotriazole), Cl.CN(CCCN=C=NCC)C (1-(3-dimethylaminopropyl)-3-ethyl carbodiimide hydrochloride). Solvent: C(Cl)Cl (methylene chloride), C(C)N(CC)CC (triethylamine), C(C)(=O)OCC (ethyl acetate). Conditions: time 4 hour. The product is O1CCN(CC1)C(=O)N[C@@H](CC1=CC=CC=C1)C(=O)O.COC([C@@H](N)CSC)=O (N-(Morpholinocarbonyl)-L-phenylalanine S-methyl-L-cysteine methyl ester). Yield: 78.0%. As a reaction SMILES: [O:1]1[CH2:6][CH2:5][N:4]([C:7]([NH:9][C@H:10]([C:18]([OH:20])=[O:19])[CH2:11][C:12]2[CH:17]=[CH:16][CH:15]=[CH:14][CH:13]=2)=[O:8])[CH2:3][CH2:2]1.[CH3:21][O:22][C:23](=[O:29])[C@H:24]([CH2:26][S:27][CH3:28])[NH2:25].ON1C2C=CC=CC=2N=N1.Cl.CN(C)CCCN=C=NCC>C(Cl)Cl.C(OCC)(=O)C.C(N(CC)CC)C>[O:1]1[CH2:6][CH2:5][N:4]([C:7]([NH:9][C@H:10]([C:18]([OH:20])=[O:19])[CH2:11][C:12]2[CH:13]=[CH:14][CH:15]=[CH:16][CH:17]=2)=[O:8])[CH2:3][CH2:2]1.[CH3:21][O:22][C:23](=[O:29])[C@H:24]([CH2:26][S:27][CH3:28])[NH2:25] |f:3.4,8.9|. Procedure: To a solution of 0.96 g N-(morpholinocarbonyl)-L-phenylalanine 3 and 0.55 g S-methyl-L-cysteine methyl ester in 50 mL anhydrous methylene chloride at ambient temperature was added 0.50 mL triethylamine, 0.51 g 1-hydroxybenzotriazole and 0.70 g 1-(3-dimethylaminopropyl)-3-ethyl carbodiimide hydrochloride. After being stirred for 4 h, the solution was diluted with 100 mL ethyl acetate and was washed with 2×35 mL 0.1N hydrochloric acid solution and 2×35 mL 0.1N sodium hydroxide solution. The organi...